Task: describe an organic reaction: reactants, conditions, products, and yield. Dataset: the Open Reaction Database (ORD), a public repository of structured organic reaction records Starting materials: CCOC(=O)c1c(F)nc(-c2ccccc2)c([N+](=O)[O-])c1C(=O)OCC, CC(=O)O, CCO, [Fe]. Product: CCOC(=O)c1c(F)nc(-c2ccccc2)c(N)c1C(=O)OCC. Reaction SMILES: [CH2:1]([CH3:2])[O:3][C:4](=[O:5])[c:6]1[c:7]([F:26])[n:8][c:9](-[c:20]2[cH:21][cH:22][cH:23][cH:24][cH:25]2)[c:10]([N+:17]([O-:18])=[O:19])[c:11]1[C:12](=[O:13])[O:14][CH2:15][CH3:16].[CH3:27][C:28](=[O:29])[OH:30].[CH3:31][CH2:32][OH:33].[Fe:34]>>[CH2:1]([CH3:2])[O:3][C:4](=[O:5])[c:6]1[c:7]([F:26])[n:8][c:9](-[c:20]2[cH:21][cH:22][cH:23][cH:24][cH:25]2)[c:10]([NH2:17])[c:11]1[C:12](=[O:13])[O:14][CH2:15][CH3:16]. Reactants: C([O-])(O)=O.[Na+] (sodium bicarbonate), C(C)(=O)OC(C1=CC=CC=C1)C1=CC=CC=C1 (benzhydryl acetate), C(C)N(S(=O)(=O)C=1NC2=CC=CC=C2C1)CC (N,N-diethylindole-2-sulfonamide), CS(=O)(=O)O (methanesulfonic acid). The solvent is C(Cl)Cl (methylene chloride). Conditions: time 1 hour. Yields the product C(C)N(S(=O)(=O)C=1NC2=CC=CC=C2C1C(C1=CC=CC=C1)C1=CC=CC=C1)CC (N,N-Diethyl-3-(diphenylmethyl)indole-2-sulfonamide). Yield: 69.8%. As a reaction SMILES: C(O[CH:5]([C:12]1[CH:17]=[CH:16][CH:15]=[CH:14][CH:13]=1)[C:6]1[CH:11]=[CH:10][CH:9]=[CH:8][CH:7]=1)(=O)C.[CH2:18]([N:20]([CH2:33][CH3:34])[S:21]([C:24]1[NH:25][C:26]2[C:31]([CH:32]=1)=[CH:30][CH:29]=[CH:28][CH:27]=2)(=[O:23])=[O:22])[CH3:19].CS(O)(=O)=O.C(=O)(O)[O-].[Na+]>C(Cl)Cl>[CH2:33]([N:20]([CH2:18][CH3:19])[S:21]([C:24]1[NH:25][C:26]2[C:31]([C:32]=1[CH:5]([C:6]1[CH:7]=[CH:8][CH:9]=[CH:10][CH:11]=1)[C:12]1[CH:13]=[CH:14][CH:15]=[CH:16][CH:17]=1)=[CH:30][CH:29]=[CH:28][CH:27]=2)(=[O:22])=[O:23])[CH3:34] |f:3.4|. Reported procedure: To a solution of benzhydryl acetate (0.77 g, 3.39 mmol) and N,N-diethylindole-2-sulfonamide (0.9 g, 3.39 mmol) in 20 ml of methylene chloride was added methanesulfonic acid (0.7 ml, 10.7 mmol), followed by stirring at room temperature for one hour. A saturated aqueous solution of sodium bicarbonate was added to the reaction solution for neutralization followed by extraction with chloroform. The resulting organic layer was washed with a saturated aqueous solution of sodium bicarbonate and a satur... Reactants: S1C=NC=C1 (thiazole), NC1=C2C(=NC=N1)N(N=C2C2=CC=C(C=C2)NC=2SC=C(N2)CC)[C@@H]2CC[C@@H](CC2)N2CCN(CC2)C (cis-N2-(4-{4-amino-1-[4-(4-methylpiperazino)cyclohexyl]-1H-pyrazolo[3,4-d]pyrimidin-3-yl}phenyl)-4-ethyl-1,3-thiazol-2-amine), BrCC(=O)C1=CC=CC=C1 (2-bromoacetophenone). Product: NC1=C2C(=NC=N1)N(N=C2C2=CC=C(C=C2)NC=2SC=C(N2)C2=CC=CC=C2)[C@@H]2CC[C@@H](CC2)N2CCN(CC2)C (cis-N2-(4-{4-amino-1-[4-(4-methylpiperazino)cyclohexyl]-1H-pyrazolo[3,4-d]pyrimidin-3-yl}phenyl)-4-phenyl-1,3-thiazol-2-amine). As a reaction SMILES: S1C=CN=C1.[NH2:6][C:7]1[N:12]=[CH:11][N:10]=[C:9]2[N:13]([C@H:30]3[CH2:35][CH2:34][C@@H:33]([N:36]4[CH2:41][CH2:40][N:39]([CH3:42])[CH2:38][CH2:37]4)[CH2:32][CH2:31]3)[N:14]=[C:15]([C:16]3[CH:21]=[CH:20][C:19]([NH:22][C:23]4[S:24][CH:25]=[C:26]([CH2:28][CH3:29])[N:27]=4)=[CH:18][CH:17]=3)[C:8]=12.Br[CH2:44][C:45]([C:47]1C=CC=C[CH:48]=1)=O>>[NH2:6][C:7]1[N:12]=[CH:11][N:10]=[C:9]2[N:13]([C@H:30]3[CH2:35][CH2:34][C@@H:33]([N:36]4[CH2:41][CH2:40][N:39]([CH3:42])[CH2:38][CH2:37]4)[CH2:32][CH2:31]3)[N:14]=[C:15]([C:16]3[CH:17]=[CH:18][C:19]([NH:22][C:23]4[S:24][CH:25]=[C:26]([C:28]5[CH:48]=[CH:47][CH:45]=[CH:44][CH:29]=5)[N:27]=4)=[CH:20][CH:21]=3)[C:8]=12. Procedure details: The procedure for thiazole synthesis, described in the preparation of cis-N2-(4-{4-amino-1-[4-(4-methylpiperazino)cyclohexyl]-1H-pyrazolo[3,4-d]pyrimidin-3-yl}phenyl)-4-ethyl-1,3-thiazol-2-amine, was employed with the exception that 2-bromoacetophenone (0.131 g, 0.66 mmol) was used as the alkylating agent. Purification of the product by preparative HPLC (25 to 100% acetonitrile in 0.1 M aqueous ammonium acetate over 20 min at 21 mL/min using an 8μ Hypersil HS C18, 250×21 mm column, Rt 8.7-9.8 mi... Reactants: BrC=1C=2N(C=CC1C1=CC=C(C=C1)Cl)C(NN2)=O (8-bromo-7-(4-chlorophenyl)-[1,2,4]triazolo[4,3-a]pyridin-3(2H)-one), BrCC=1C(=NC(=CC1)C(F)(F)F)C (3-(bromomethyl)-2-methyl-6-(trifluoromethyl)pyridine), C(=O)([O-])[O-].[K+].[K+] (K2CO3). Solvent: CN(C)C=O (DMF). Conditions: temperature 55 celsius. Product: BrC=1C=2N(C=CC1C1=CC=C(C=C1)Cl)C(N(N2)CC=2C(=NC(=CC2)C(F)(F)F)C)=O (8-bromo-7-(4-chlorophenyl)-2-((2-methyl-6-(trifluoromethyl)pyridin-3-yl)methyl)-[1,2,4]triazolo[4,3-a]pyridin-3(2H)-one). Yield: 77.6%. Reaction SMILES: [Br:1][C:2]1[C:3]2[N:4]([C:15](=[O:18])[NH:16][N:17]=2)[CH:5]=[CH:6][C:7]=1[C:8]1[CH:13]=[CH:12][C:11]([Cl:14])=[CH:10][CH:9]=1.Br[CH2:20][C:21]1[C:22]([CH3:31])=[N:23][C:24]([C:27]([F:30])([F:29])[F:28])=[CH:25][CH:26]=1.C([O-])([O-])=O.[K+].[K+]>CN(C=O)C>[Br:1][C:2]1[C:3]2[N:4]([C:15](=[O:18])[N:16]([CH2:20][C:21]3[C:22]([CH3:31])=[N:23][C:24]([C:27]([F:30])([F:28])[F:29])=[CH:25][CH:26]=3)[N:17]=2)[CH:5]=[CH:6][C:7]=1[C:8]1[CH:9]=[CH:10][C:11]([Cl:14])=[CH:12][CH:13]=1 |f:2.3.4|. Reported procedure: To a stirred solution of 8-bromo-7-(4-chlorophenyl)-[1,2,4]triazolo[4,3-a]pyridin-3(2H)-one (1.00 g, 3.08 mmol) in DMF (12 mL) at room temperature under argon was added 3-(bromomethyl)-2-methyl-6-(trifluoromethyl)pyridine (861 mg, 3.39 mmol), followed by K2CO3 (1278 mg, 9.24 mmol). The resulting suspension was warmed to 55° C. for 8 h. After cooling the reaction mixture to room temperature, most of the solvent was removed under reduced pressure. The residue was diluted with water (˜20 mL) and sh... The reactants are C(CCCCCCCCCCC)(=O)[O-].C(CCCCCCCCCCC)(=O)[O-].C(CCC)[Sn+2]CCCC (dibutyltin dilaurate), C1=CC=C(C=C1)C(N=C=O)N=C=O (toluylene diisocyanate), C1=CC(=CC=C1CC2=CC=C(C=C2)N=C=O)N=C=O (diphenylmethane 4,4'-diisocyanate), O1CCCC1 (tetrahydrofuran). Reaction conditions: temperature 60 celsius. Yields the product C(CCCO)O (1,4-butanediol), C(CCCCC(=O)O)(=O)O (adipic acid). RXN SMILES: [C:1]([O-:14])(=[O:13])[CH2:2][CH2:3][CH2:4]CCCCCCCC.[C:15]([O-:28])(=[O:27])[CH2:16]CCCCCCCCCC.C([Sn+2]CCCC)CCC.C1C=CC(C(N=C=O)N=C=O)=CC=1.C1C(CC2C=CC(N=C=O)=CC=2)=CC=C(N=C=O)C=1.[O:70]1[CH2:74][CH2:73][CH2:72][CH2:71]1>>[CH2:4]([OH:27])[CH2:3][CH2:2][CH2:1][OH:14].[C:74]([OH:70])(=[O:13])[CH2:73][CH2:72][CH2:71][CH2:16][C:15]([OH:28])=[O:27] |f:0.1.2|. Procedure details: 0.5 g of dibutyltin dilaurate was added to a 60% strength by weight solution of 112.0 g of toluylene diisocyanate and 158.3 g of diphenylmethane 4,4'-diisocyanate in tetrahydrofuran, and the mixture was then heated to 60° C. At this temperature, a 60% strength by weight solution of 390 g of a polyesterol obtained from 1,4-butanediol and adipic acid and having a molecular weight of 1000, 167.5 g of a polyesterol obtained from 1,6-hexanediol, adipic acid and terephthalic acid, 29.4 g of polydimeth... The reactants are Br (hydrogen bromide), C(C)(C)C(=O)C1=CC=C(C=C1)Cl (4-chlorophenyl isopropyl ketone), BrBr (bromine). Run in C(Cl)(Cl)Cl (chloroform). Reaction conditions: time 30 minute. The product is ClC1=CC=C(C=C1)C(=O)C(C)(C)Br (2-bromo-2-propyl 4-chlorophenyl ketone). Yield: 92.0%. Reaction SMILES: [BrH:1].[CH:2]([C:5]([C:7]1[CH:12]=[CH:11][C:10]([Cl:13])=[CH:9][CH:8]=1)=[O:6])([CH3:4])[CH3:3].BrBr>C(Cl)(Cl)Cl>[Cl:13][C:10]1[CH:9]=[CH:8][C:7]([C:5]([C:2]([Br:1])([CH3:4])[CH3:3])=[O:6])=[CH:12][CH:11]=1. Procedure: 1 ml of hydrogen bromide/glacial acetic acid is added to 65.5 g (0.36 mole) of 4-chlorophenyl isopropyl ketone in 200 ml of chloroform and then 57.5 g (0.36 mole) of bromine is added dropwise at 30° C. The mixture is allowed to stir at room temperature for 30 minutes and then evaporated in vacuo. 86.6 g (92% of theory) of crude 2-bromo-2-propyl 4-chlorophenyl ketone are obtained, which is immediately reacted further. Reactants: O (water), S1C(=S)NC(=O)C1 (rhodanine), C(C)(=O)[O-].[Na+] (sodium acetate), C(C1=CC=CC=C1)OC1=C(C=C(C=O)C=C1)OC (4-Benzyloxy-3-methoxy-benzaldehyde). Solvent: C(C)(=O)O (acetic acid). Product: C(C1=CC=CC=C1)OC1=C(C=C(C=C1)\C=C/1\C(NC(S1)=S)=O)OC (5-[1-(4-Benzyloxy-3-methoxy-phenyl)-meth-(Z)-ylidene]-2-thioxo thiazolidin-4-one). Reaction SMILES: [CH2:1]([O:8][C:9]1[CH:16]=[CH:15][C:12]([CH:13]=O)=[CH:11][C:10]=1[O:17][CH3:18])[C:2]1[CH:7]=[CH:6][CH:5]=[CH:4][CH:3]=1.[S:19]1[CH2:25][C:23](=[O:24])[NH:22][C:20]1=[S:21].C([O-])(=O)C.[Na+].O>C(O)(=O)C>[CH2:1]([O:8][C:9]1[CH:16]=[CH:15][C:12](/[CH:13]=[C:25]2/[C:23](=[O:24])[NH:22][C:20](=[S:21])[S:19]/2)=[CH:11][C:10]=1[O:17][CH3:18])[C:2]1[CH:7]=[CH:6][CH:5]=[CH:4][CH:3]=1 |f:2.3|. Procedure details: 4-Benzyloxy-3-methoxy-benzaldehyde (29 g) was dissolved in acetic acid (16 g) and then rhodanine (16 g) and sodium acetate (36 g) added into. The solution was refluxed for one hour. The reaction solution was poured into water. The solid was filtered, washed with water and dried under vacuum.